This data is from the Open Reaction Database (ORD), a public repository of structured organic reaction records. The task is: describe an organic reaction: reactants, conditions, products, and yield Starting materials: CCCCCC.C(C)(=O)OCC (hexane ethyl acetate), N,N-dicyclohexylcarbodiimide, C(C)(C)(C)OC(N(C)CC(O)C1=CC=C(C=C1)F)=O ([2-(4-fluorophenyl)-2-hydroxyethyl]methyl-carbamic acid t-butyl ester), CO[C@H](C(=O)O)C1=CC=CC=C1 ((S)-(+)-α-methoxyphenyl acetic acid). Reagents/catalysts: CN(C1=CC=NC=C1)C (4-dimethylaminopyridine). The solvent is C(C)OCC (diethyl ether), ClCCl (dichloromethane). Run at time 3.5 hour. The product is C(C)(C)(C)OC(=O)N(C[C@H](C1=CC=C(C=C1)F)OC([C@H](C1=CC=CC=C1)OC)=O)C ((2 S)-Methoxyphenyl acetic acid (1 S)-2-(t-butoxycarbonyl-methylamino)-1-(4-fluorophenyl)ethyl ester). As a reaction SMILES: [C:1]([O:5][C:6](=[O:19])[N:7]([CH2:9][CH:10]([C:12]1[CH:17]=[CH:16][C:15]([F:18])=[CH:14][CH:13]=1)[OH:11])[CH3:8])([CH3:4])([CH3:3])[CH3:2].[CH3:20][O:21][C@@H:22]([C:26]1[CH:31]=[CH:30][CH:29]=[CH:28][CH:27]=1)[C:23](O)=[O:24].CCCCCC.C(OCC)(=O)C>ClCCl.CN(C)C1C=CN=CC=1.C(OCC)C>[C:1]([O:5][C:6]([N:7]([CH3:8])[CH2:9][C@@H:10]([O:11][C:23](=[O:24])[C@@H:22]([O:21][CH3:20])[C:26]1[CH:31]=[CH:30][CH:29]=[CH:28][CH:27]=1)[C:12]1[CH:17]=[CH:16][C:15]([F:18])=[CH:14][CH:13]=1)=[O:19])([CH3:4])([CH3:2])[CH3:3] |f:2.3|. Procedure details: To a solution of [2-(4-fluorophenyl)-2-hydroxyethyl]methyl-carbamic acid t-butyl ester (the compound of Preparation Example 32) (8.46 g) and (S)-(+)-α-methoxyphenyl acetic acid (5.74 g) in dichloromethane (60 mL) was added 4-dimethylaminopyridine (0.19 g) and N,N-dicyclohexylcarbodiimide (7.7 g) on an ice bath. The solution was stirred for 3.5 hours while being slowly warmed to room temperature. When the reaction solution was developed with silica gel TLC (hexane/ethyl acetate=4:1), two products...